From a dataset of the Open Reaction Database (ORD), a public repository of structured organic reaction records. describe an organic reaction: reactants, conditions, products, and yield The reactants are O=C([O-])[O-], Fc1ccc(Cl)cc1-c1nc(Cl)c2cccnc2n1, [Cs+], [Cs+], Nc1ccncc1F, ClNCl, CC(=O)[O-], CC(=O)[O-], C1COCCO1, [Pd+2], c1ccc(P(c2ccccc2)c2ccc3ccccc3c2-c2c(P(c3ccccc3)c3ccccc3)ccc3ccccc23)cc1. Product: Fc1cnccc1Nc1nc(-c2cc(Cl)ccc2F)nc2ncccc12. RXN SMILES: [C:55](=[O:56])([O-:57])[O-:58].[Cl:64][c:65]1[c:66]2[c:67]([n:68][c:69](-[c:71]3[c:72]([F:78])[cH:73][cH:74][c:75]([Cl:77])[cH:76]3)[n:70]1)[n:79][cH:80][cH:81][cH:82]2.[Cs+:59].[Cs+:60].[NH2:47][c:48]1[c:49]([F:54])[cH:50][n:51][cH:52][cH:53]1.[NH:61]([Cl:62])[Cl:63].[O-:84][C:85]([CH3:86])=[O:87].[O-:88][C:89]([CH3:90])=[O:91].[O:92]1[CH2:93][CH2:94][O:95][CH2:96][CH2:97]1.[Pd+2:83].[cH:1]1[cH:2][cH:3][c:4]([P:5]([c:6]2[cH:7][cH:8][c:9]3[c:10]([cH:11][cH:12][cH:13][cH:14]3)[c:15]2-[c:16]2[c:17]3[c:18]([cH:19][cH:20][cH:21][cH:22]3)[cH:23][cH:24][c:25]2[P:26]([c:27]2[cH:28][cH:29][cH:30][cH:31][cH:32]2)[c:33]2[cH:34][cH:35][cH:36][cH:37][cH:38]2)[c:39]2[cH:40][cH:41][cH:42][cH:43][cH:44]2)[cH:45][cH:46]1>>[NH:47]([c:48]1[c:49]([F:54])[cH:50][n:51][cH:52][cH:53]1)[c:65]1[c:66]2[c:67]([n:68][c:69](-[c:71]3[c:72]([F:78])[cH:73][cH:74][c:75]([Cl:77])[cH:76]3)[n:70]1)[n:79][cH:80][cH:81][cH:82]2. Starting materials: S(=O)(Cl)Cl (thionyl chloride), OC1=C(C(N(C2=CC=CC(=C12)Cl)C)=O)C(=O)O (1,2-dihydro-4-hydroxy-5-chloro-1-methyl-2-oxo-quinoline-3-carboxylic acid), C(Cl)Cl (methylene chloride), C(C)NC1=CC=CC=C1 (N-ethyl aniline). Run in C(C)N(CC)CC (Triethylamine). Conditions: temperature 7.5 celsius, time 4 hour. Product: CCN(C=1C=CC=CC1)C(=O)C2=C(C3=C(C=CC=C3Cl)N(C2=O)C)O (laquinimod). The yield is 55.1%. RXN SMILES: [OH:1][C:2]1[C:11]2[C:6](=[CH:7][CH:8]=[CH:9][C:10]=2[Cl:12])[N:5]([CH3:13])[C:4](=[O:14])[C:3]=1[C:15]([OH:17])=O.C(Cl)Cl.[CH2:21]([NH:23][C:24]1[CH:29]=[CH:28][CH:27]=[CH:26][CH:25]=1)[CH3:22].S(Cl)(Cl)=O>C(N(CC)CC)C>[CH3:22][CH2:21][N:23]([C:15]([C:3]1[C:4](=[O:14])[N:5]([CH3:13])[C:6]2[CH:7]=[CH:8][CH:9]=[C:10]([Cl:12])[C:11]=2[C:2]=1[OH:1])=[O:17])[C:24]1[CH:25]=[CH:26][CH:27]=[CH:28][CH:29]=1. Procedure details: The mixture of 1,2-dihydro-4-hydroxy-5-chloro-1-methyl-2-oxo-quinoline-3-carboxylic acid (1 gm) and methylene chloride (20 ml) was cooled to 5-10° C. under nitrogen atmosphere. Triethylamine (1.15 gm) was added to the resulting mass at 5-10° C. to form a clear solution. The solution was followed by addition of N-ethyl aniline (0.45 gm) in one portion at 5-10° C. and then thionyl chloride (0.48 gm) was added at 5-10° C. The resulting mixture was stirred for 4 hours followed by evaporation of meth... Reactants: COC(=O)CCS(=O)(=O)Cc1ncc(Br)s1, CC(=O)[O-], C1CCOC1, C[O-], NOS(=O)(=O)O, [Na+], [Na+], O. The product is NS(=O)(=O)Cc1ncc(Br)s1. Reaction SMILES: [Br:1][c:2]1[cH:3][n:4][c:5]([CH2:7][S:8](=[O:9])(=[O:10])[CH2:11][CH2:12][C:13]([O:14][CH3:15])=[O:16])[s:6]1.[C:20]([O-:21])(=[O:22])[CH3:23].[CH2:31]1[O:32][CH2:33][CH2:34][CH2:35]1.[CH3:17][O-:18].[NH2:25][O:26][S:27]([OH:28])(=[O:29])=[O:30].[Na+:19].[Na+:24].[OH2:36]>>[Br:1][c:2]1[cH:3][n:4][c:5]([CH2:7][S:8](=[O:9])(=[O:10])[NH2:25])[s:6]1. Reactants: C(C)(C)(C)C1=CC=C(C=C1)C1=NN=C(C2=CC=CC=C12)NC1=CC=C(C=C1)O (4-(4-(4-Tert-butylphenyl)phthalazin-1-ylamino)phenol), C([O-])([O-])=O.[Cs+].[Cs+] (cesium carbonate), ClC=1C=CN=C2C=C(C=NC12)OC (8-chloro-3-methoxy-1,5-naphthyridine). Solvent: CN(C)C=O (DMF). Conditions: temperature 90 celsius, time 17 hour. Product: C(C)(C)(C)C1=CC=C(C=C1)C1=NN=C(C2=CC=CC=C12)NC1=CC=C(C=C1)OC1=CC=NC2=CC(=CN=C12)OC (4-(4-tert-butylphenyl)-N-(4-(7-methoxy-1,5-naphthyridin-4-yloxy)phenyl)phthalazin-1-amine). RXN SMILES: Cl[C:2]1[CH:3]=[CH:4][N:5]=[C:6]2[C:11]=1[N:10]=[CH:9][C:8]([O:12][CH3:13])=[CH:7]2.[C:14]([C:18]1[CH:23]=[CH:22][C:21]([C:24]2[C:33]3[C:28](=[CH:29][CH:30]=[CH:31][CH:32]=3)[C:27]([NH:34][C:35]3[CH:40]=[CH:39][C:38]([OH:41])=[CH:37][CH:36]=3)=[N:26][N:25]=2)=[CH:20][CH:19]=1)([CH3:17])([CH3:16])[CH3:15].C(=O)([O-])[O-].[Cs+].[Cs+]>CN(C=O)C>[C:14]([C:18]1[CH:23]=[CH:22][C:21]([C:24]2[C:33]3[C:28](=[CH:29][CH:30]=[CH:31][CH:32]=3)[C:27]([NH:34][C:35]3[CH:36]=[CH:37][C:38]([O:41][C:2]4[C:11]5[C:6](=[CH:7][C:8]([O:12][CH3:13])=[CH:9][N:10]=5)[N:5]=[CH:4][CH:3]=4)=[CH:39][CH:40]=3)=[N:26][N:25]=2)=[CH:20][CH:19]=1)([CH3:17])([CH3:15])[CH3:16] |f:2.3.4|. Procedure details: In a nitrogen purged sealed tube, 8-chloro-3-methoxy-1,5-naphthyridine (0.053 g, 0.271 mmol) was dissolved in DMF (2.00 mL). 4-(4-(4-Tert-butylphenyl)phthalazin-1-ylamino)phenol (0.100 g, 0.271 mmol) and cesium carbonate (0.176 g, 0.541 mol) were added, and the mixture in the tube was stirred at 90° C. for 17 h. Upon cooling to RT, the mixture was concentrated in vacuo, and purified by silica gel chromatography using 0-100% CH2Cl2:MeOH(90:10)/CH2Cl2 to yield 4-(4-tert-butylphenyl)-N-(4-(7-methox... The reactants are BrB(Br)Br, COc1ccc2c(c1)Oc1ccccc1S2, CO, ClCCl. Yields the product Oc1ccc2c(c1)Oc1ccccc1S2. As a reaction SMILES: [B:20]([Br:21])([Br:22])[Br:23].[CH3:1][O:2][c:3]1[cH:4][cH:5][c:6]2[c:15]([cH:16]1)[O:14][c:13]1[c:8]([cH:9][cH:10][cH:11][cH:12]1)[S:7]2.[CH3:24][OH:25].[Cl:17][CH2:18][Cl:19]>>[OH:2][c:3]1[cH:4][cH:5][c:6]2[c:15]([cH:16]1)[O:14][c:13]1[c:8]([cH:9][cH:10][cH:11][cH:12]1)[S:7]2. Starting materials: resultant mixture, C([O-])([O-])=O.[Cs+].[Cs+] (Cesium carbonate), C(CC)S (propanethiol), CN(C)C=O (DMF), ClC1=C(C=CC(=C1)Cl)S(=O)(=O)NC1=NC=C(C(=N1)Cl)SC1=CC=C(C=C1)S(=O)(=O)N1CCCCC1 (2,4-Dichloro-N-{4-chloro-5-[4-(piperidine-1-sulfonyl) -phenylsulfanyl]-pyrimidin-2-yl}-benzenesulfonamide). Run in CC(=O)C (acetone). Conditions: temperature 50 celsius. The product is ClC1=C(C=CC(=C1)Cl)S(=O)(=O)NC1=NC=C(C(=N1)SCCC)SC1=CC=C(C=C1)S(=O)(=O)N1CCCCC1 (2,4-Dichloro-N-{5-[4-(piperidine-1-sulfonyl)-phenylsulfanyl]-4-propylsulfanyl-pyrimidin-2-yl}-benzenesulfonamide). Isolated yield 39.5%. RXN SMILES: C(=O)([O-])[O-].[Cs+].[Cs+].[CH2:7]([SH:10])[CH2:8][CH3:9].CN(C=O)C.[Cl:16][C:17]1[CH:22]=[C:21]([Cl:23])[CH:20]=[CH:19][C:18]=1[S:24]([NH:27][C:28]1[N:33]=[C:32](Cl)[C:31]([S:35][C:36]2[CH:41]=[CH:40][C:39]([S:42]([N:45]3[CH2:50][CH2:49][CH2:48][CH2:47][CH2:46]3)(=[O:44])=[O:43])=[CH:38][CH:37]=2)=[CH:30][N:29]=1)(=[O:26])=[O:25]>CC(C)=O>[Cl:16][C:17]1[CH:22]=[C:21]([Cl:23])[CH:20]=[CH:19][C:18]=1[S:24]([NH:27][C:28]1[N:33]=[C:32]([S:10][CH2:7][CH2:8][CH3:9])[C:31]([S:35][C:36]2[CH:37]=[CH:38][C:39]([S:42]([N:45]3[CH2:50][CH2:49][CH2:48][CH2:47][CH2:46]3)(=[O:44])=[O:43])=[CH:40][CH:41]=2)=[CH:30][N:29]=1)(=[O:26])=[O:25] |f:0.1.2|. Procedure details: Cesium carbonate (65 mg, 0.2 mmol) was added to a solution of propanethiol (8 μl, 0.09 mmol) in acetone (0.5 mL). The reaction mixture was heated to 50° C. for 45 minutes then cooled to r.t. DMF (2 mL) and 2,4-Dichloro-N-{4-chloro-5-[4-(piperidine-1-sulfonyl)-phenylsulfanyl]-pyrimidin-2-yl}-benzenesulfonamide 11 (50 mg, 0.08 mmol) were added and the resultant mixture heated to 50° C. for 2 hours. The reaction was allowed to cool, filtered through celite and the solvent evaporated in vacuo. The c... Starting materials: NC1=C(C(=O)O)C=CC(=C1)Cl (2-amino-4-chlorobenzoic acid), NC(=O)N (urea). Run at temperature 200 celsius. Product: ClC1=CC=C2C(NC(NC2=C1)=O)=O (7-chloro-1H-quinazoline-2,4-dione). As a reaction SMILES: [NH2:1][C:2]1[CH:10]=[C:9]([Cl:11])[CH:8]=[CH:7][C:3]=1[C:4](O)=[O:5].[NH2:12][C:13](N)=[O:14]>>[Cl:11][C:9]1[CH:10]=[C:2]2[C:3]([C:4](=[O:5])[NH:12][C:13](=[O:14])[NH:1]2)=[CH:7][CH:8]=1. Procedure: A mixture of 2-amino-4-chlorobenzoic acid (2.00 g, 11.6 mmol) and urea (2.80 g, 46.6 mmol) was heated to 200° C. for 1 h. The mixture was allowed to cool to room temperature and the resulting mass was triturated well with water. The product was collected by filtration (2.30 g, 100%). The MS and NMR data are in agreement with those that have been previously described: Organic Process Research & Development, 2003, 7, 700-706. 1H NMR (600 MHz, DMSO-d6): 12.00 (br s, 2H), 8.59-8.53 (m, 1H), 7.93-7.8... The reactants are Cc1nn(C)c(C)c1C(=O)O, NCC1CC2CC2N1C(=O)c1nc(N)sc1-c1cccc(F)c1. Reaction SMILES: [CH3:24][n:25]1[n:26][c:27]([CH3:34])[c:28]([C:31](=[O:32])[OH:33])[c:29]1[CH3:30].[NH2:1][c:2]1[s:3][c:4](-[c:17]2[cH:18][c:19]([F:23])[cH:20][cH:21][cH:22]2)[c:5]([C:7](=[O:8])[N:9]2[CH:10]3[CH2:11][CH:12]3[CH2:13][CH:14]2[CH2:15][NH2:16])[n:6]1>>[NH2:1][c:2]1[s:3][c:4](-[c:17]2[cH:18][c:19]([F:23])[cH:20][cH:21][cH:22]2)[c:5]([C:7](=[O:8])[N:9]2[CH:10]3[CH2:11][CH:12]3[CH2:13][CH:14]2[CH2:15][NH:16][C:31]([c:28]2[c:27]([CH3:34])[n:26][n:25]([CH3:24])[c:29]2[CH3:30])=[O:32])[n:6]1. Yields the product Cc1nn(C)c(C)c1C(=O)NCC1CC2CC2N1C(=O)c1nc(N)sc1-c1cccc(F)c1. Reactants: O=C(O)Cc1c[nH]c2ccc(Br)cc12, CI, [H-], [Na+], C1CCOC1, O. The product is Cn1cc(CC(=O)O)c2cc(Br)ccc21. Reaction SMILES: [Br:3][c:4]1[cH:5][c:6]2[c:7]([CH2:13][C:14](=[O:15])[OH:16])[cH:8][nH:9][c:10]2[cH:11][cH:12]1.[CH3:17][I:18].[H-:1].[Na+:2].[O:20]1[CH2:21][CH2:22][CH2:23][CH2:24]1.[OH2:19]>>[Br:3][c:4]1[cH:5][c:6]2[c:7]([CH2:13][C:14](=[O:15])[OH:16])[cH:8][n:9]([CH3:17])[c:10]2[cH:11][cH:12]1. Starting materials: [BH3-]C#N, CO, COc1ccc2c(c1)C=C(C(=O)N1CC(C)NC(C)C1)Cn1c-2c(C2CCCCC2)c2ccc(C(=O)NS(=O)(=O)N(C)C)cc21, [Cl-], [Cl-], [Na+], [Zn+2]. The product is COc1ccc2c(c1)C=C(C(=O)N1CC(C)N(C)C(C)C1)Cn1c-2c(C2CCCCC2)c2ccc(C(=O)NS(=O)(=O)N(C)C)cc21. RXN SMILES: [C:46]([BH3-:47])#[N:48].[CH3:50][OH:51].[CH:1]1([c:7]2[c:8]3[cH:9][cH:10][c:11]([C:37](=[O:38])[NH:39][S:40](=[O:41])(=[O:42])[N:43]([CH3:44])[CH3:45])[cH:12][c:13]3[n:14]3[c:15]2-[c:16]2[c:17]([cH:31][c:32]([O:35][CH3:36])[cH:33][cH:34]2)[CH:18]=[C:19]([C:21](=[O:22])[N:23]2[CH2:24][CH:25]([CH3:30])[NH:26][CH:27]([CH3:29])[CH2:28]2)[CH2:20]3)[CH2:2][CH2:3][CH2:4][CH2:5][CH2:6]1.[Cl-:52].[Cl-:54].[Na+:49].[Zn+2:53]>>[CH:1]1([c:7]2[c:8]3[cH:9][cH:10][c:11]([C:37](=[O:38])[NH:39][S:40](=[O:41])(=[O:42])[N:43]([CH3:44])[CH3:45])[cH:12][c:13]3[n:14]3[c:15]2-[c:16]2[c:17]([cH:31][c:32]([O:35][CH3:36])[cH:33][cH:34]2)[CH:18]=[C:19]([C:21](=[O:22])[N:23]2[CH2:24][CH:25]([CH3:30])[N:26]([CH3:46])[CH:27]([CH3:29])[CH2:28]2)[CH2:20]3)[CH2:2][CH2:3][CH2:4][CH2:5][CH2:6]1.